Dataset: the Open Reaction Database (ORD), a public repository of structured organic reaction records. Task: describe an organic reaction: reactants, conditions, products, and yield Starting materials: OC(C(=O)OCCCl)(C)C (2-Chloroethyl 2-hydroxy-2-methylpropionate), C(C)OCC (ethyl ether), C(CO)(=O)OC (methyl glycolate), 4d. Yields the product OC(C(=O)OCC(=O)OC)(C)C (2-methoxy-2-oxoethyl 2-hydroxy-2-methylpropionate). RXN SMILES: [OH:1][C:2]([CH3:10])([CH3:9])[C:3]([O:5][CH2:6][CH2:7]Cl)=[O:4].C(OC)(=O)[CH2:12][OH:13].C([O:19]CC)C>>[OH:1][C:2]([CH3:10])([CH3:9])[C:3]([O:5][CH2:6][C:7]([O:13][CH3:12])=[O:19])=[O:4]. Reported procedure: 2-Chloroethyl 2-hydroxy-2-methylpropionate, prepared as described in Step 1 of Example 3a, (5.22 g, 31.3 mmol) and methyl glycolate (2.83 g, 31.4 mmol) in 125 mL of ethyl ether containing 0.125% tert-butylbenzene was added to 9.0 g Lipase P30 and the reaction mixture was agitated on an orbital shaker for 4d. The enzyme powder was removed by filtration, the solvent was removed, and a portion of the resulting residue was purified by flash chromatography (ethyl acetate:hexane, 20/80) to give the ti... Run in CO (MeOH). Reagents/catalysts: [OH-].[OH-].[Pd+2] (Pearlman's catalyst). Reported procedure: Ammonium formate (0.50 g, 7.9 mmol) and Pearlman's catalyst (0.56 g, 0.79 mmol) were added to a solution of 1-(1-benzylpiperidin-4-yl)-3,6-dihydropyrazolo[4,3-d]pyrrolo[2,3-b]pyridine (0.26 g, 0.791 mmol, Example #24) in MeOH (20 mL). The reaction was heated at about 65° C. for about 1 h then filtered through Celite® and concentrated under reduced pressure. The filtrate was concentrated to afford 1-(piperidin-4-yl)-3,6-dihydropyrazolo[4,3-d]pyrrolo[2,3-b]pyridine (0.161 g, 84%): LC/MS (Table 2, ... Yield: 84.4%. Yields the product N1CCC(CC1)C1=NNC=2C1=C1C(=NC2)NC=C1 (1-(piperidin-4-yl)-3,6-dihydropyrazolo[4,3-d]pyrrolo[2,3-b]pyridine). Reactants: C(=O)[O-].[NH4+] (Ammonium formate), C(C1=CC=CC=C1)N1CCC(CC1)C1=NNC=2C1=C1C(=NC2)NC=C1 (1-(1-benzylpiperidin-4-yl)-3,6-dihydropyrazolo[4,3-d]pyrrolo[2,3-b]pyridine). Reaction conditions: temperature 65 celsius. As a reaction SMILES: C([O-])=O.[NH4+].C([N:12]1[CH2:17][CH2:16][CH:15]([C:18]2[C:22]3=[C:23]4[CH:29]=[CH:28][NH:27][C:24]4=[N:25][CH:26]=[C:21]3[NH:20][N:19]=2)[CH2:14][CH2:13]1)C1C=CC=CC=1>[OH-].[OH-].[Pd+2].CO>[NH:12]1[CH2:17][CH2:16][CH:15]([C:18]2[C:22]3=[C:23]4[CH:29]=[CH:28][NH:27][C:24]4=[N:25][CH:26]=[C:21]3[NH:20][N:19]=2)[CH2:14][CH2:13]1 |f:0.1,3.4.5|.